describe an organic reaction: reactants, conditions, products, and yield From a dataset of the Open Reaction Database (ORD), a public repository of structured organic reaction records. Starting materials: FC1=C(C=C(C(=O)OC)C=C1)[N+](=O)[O-] (methyl 4-fluoro-3-nitrobenzoate), C([O-])([O-])=O.[K+].[K+] (potassium carbonate), SCCC(=O)OCC(CCCC)CC (2-ethylhexyl 3-sulfanylpropanoate). Run in C(C)(=O)OCC (ethyl acetate), CN(C)C=O (DMF). Reaction conditions: time 3 hour. Yields the product C(C)C(COC(CCSC1=C(C=C(C(=O)OC)C=C1)[N+](=O)[O-])=O)CCCC (methyl 4-({3-[(2-ethylhexyl)oxy]-3-oxopropyl}sulfanyl)-3-nitrobenzoate). The yield is 100.2%. RXN SMILES: F[C:2]1[CH:11]=[CH:10][C:5]([C:6]([O:8][CH3:9])=[O:7])=[CH:4][C:3]=1[N+:12]([O-:14])=[O:13].C(=O)([O-])[O-].[K+].[K+].[SH:21][CH2:22][CH2:23][C:24]([O:26][CH2:27][CH:28]([CH2:33][CH3:34])[CH2:29][CH2:30][CH2:31][CH3:32])=[O:25]>CN(C=O)C.C(OCC)(=O)C>[CH2:33]([CH:28]([CH2:29][CH2:30][CH2:31][CH3:32])[CH2:27][O:26][C:24](=[O:25])[CH2:23][CH2:22][S:21][C:2]1[CH:11]=[CH:10][C:5]([C:6]([O:8][CH3:9])=[O:7])=[CH:4][C:3]=1[N+:12]([O-:14])=[O:13])[CH3:34] |f:1.2.3|. Procedure details: To a suspension of methyl 4-fluoro-3-nitrobenzoate (10.0 g, 50.2 mmol) and potassium carbonate (13.9 g, 100 mmol) in DMF (120 mL) was added dropwise under ice-cooling 2-ethylhexyl 3-sulfanylpropanoate (12.1 g, 55.2 mmol), and the mixture was stirred at room temperature for 3 hr. The reaction mixture was diluted with ethyl acetate, and the mixture was washed with water, 10% aqueous potassium carbonate solution and saturated brine, and dried over anhydrous sodium sulfate. This solution was applied... Starting materials: O (water), CC=1N=C(SC1)N (4-methylthiazol-2-amine), ClC1=NC=CC(=C1)SC1=CC=C(C=C1)Cl (2-chloro-4-(4-chlorophenylthio)pyridine), P(=O)([O-])([O-])[O-].[K+].[K+].[K+] (potassium phosphate). Reagents/catalysts: C1(=CC=CC=C1)P(C1=CC=CC=2C(C3=CC=CC(=C3OC12)P(C1=CC=CC=C1)C1=CC=CC=C1)(C)C)C1=CC=CC=C1 (4,5-bis(diphenyl-phosphino)-9,9-dimethyl-9H-xanthene), C=1C=CC(=CC1)/C=C/C(=O)/C=C/C2=CC=CC=C2.C=1C=CC(=CC1)/C=C/C(=O)/C=C/C2=CC=CC=C2.C=1C=CC(=CC1)/C=C/C(=O)/C=C/C2=CC=CC=C2.[Pd].[Pd] (tris(dibenzylideneacetone)dipalladium(0)). Solvent: C1(=CC=CC=C1)C (toluene). Yields the product ClC1=CC=C(C=C1)SC1=CC(=NC=C1)NC=1SC=C(N1)C (4-(4-chlorophenylthio)-N-(4-methylthiazol-2-yl)pyridin-2-amine). Yield: 47.6%. As a reaction SMILES: [CH3:1][C:2]1[N:3]=[C:4]([NH2:7])[S:5][CH:6]=1.Cl[C:9]1[CH:14]=[C:13]([S:15][C:16]2[CH:21]=[CH:20][C:19]([Cl:22])=[CH:18][CH:17]=2)[CH:12]=[CH:11][N:10]=1.P([O-])([O-])([O-])=O.[K+].[K+].[K+].O>C1(C)C=CC=CC=1.C1C=CC(/C=C/C(/C=C/C2C=CC=CC=2)=O)=CC=1.C1C=CC(/C=C/C(/C=C/C2C=CC=CC=2)=O)=CC=1.C1C=CC(/C=C/C(/C=C/C2C=CC=CC=2)=O)=CC=1.[Pd].[Pd].C1(P(C2C=CC=CC=2)C2C3OC4C(=CC=CC=4P(C4C=CC=CC=4)C4C=CC=CC=4)C(C)(C)C=3C=CC=2)C=CC=CC=1>[Cl:22][C:19]1[CH:18]=[CH:17][C:16]([S:15][C:13]2[CH:12]=[CH:11][N:10]=[C:9]([NH:7][C:4]3[S:5][CH:6]=[C:2]([CH3:1])[N:3]=3)[CH:14]=2)=[CH:21][CH:20]=1 |f:2.3.4.5,8.9.10.11.12|. Procedure: Using the method of Example 3, Step B, 4-methylthiazol-2-amine (7.01 mL, 4.91 mmol), 2-chloro-4-(4-chlorophenylthio)pyridine (1.38 g, 5.40 mmol), potassium phosphate (1.15 g, 5.40 mmol), tris(dibenzylideneacetone)dipalladium(0) (0.112 g, 0.123 mmol), 4,5-bis(diphenyl-phosphino)-9,9-dimethyl-9H-xanthene (0.0780 g, 0.135 mmol)were reacted in toluene (7 mL) and water (2 mL) to afford 4-(4-chlorophenylthio)-N-(4-methylthiazol-2-yl)pyridin-2-amine (0.781 g, 47.2% yield) as light yellow solid. 1H NMR ... The reactants are O=C([O-])[O-], CB(O)O, CC(C)OC(=O)N1CCCC(NCc2cc(C(F)(F)F)cc(C(F)(F)F)c2)c2cc(Br)c3c(c21)CCC3, ClCCl, [Cs+], [Cs+], C1COCCO1. Yields the product Cc1cc2c(c3c1CCC3)N(C(=O)OC(C)C)CCCC2NCc1cc(C(F)(F)F)cc(C(F)(F)F)c1. As a reaction SMILES: [C:1](=[O:2])([O-:3])[O-:4].[CH3:7][B:8]([OH:9])[OH:10].[CH:14]([CH3:15])([CH3:16])[O:17][C:18](=[O:19])[N:20]1[CH2:21][CH2:22][CH2:23][CH:24]([NH:35][CH2:36][c:37]2[cH:38][c:39]([C:47]([F:48])([F:49])[F:50])[cH:40][c:41]([C:43]([F:44])([F:45])[F:46])[cH:42]2)[c:25]2[c:26]1[c:27]1[c:31]([c:32]([Br:34])[cH:33]2)[CH2:30][CH2:29][CH2:28]1.[Cl:11][CH2:12][Cl:13].[Cs+:5].[Cs+:6].[O:51]1[CH2:52][CH2:53][O:54][CH2:55][CH2:56]1>>[CH3:1][c:32]1[c:31]2[c:27]([c:26]3[c:25]([cH:33]1)[CH:24]([NH:35][CH2:36][c:37]1[cH:38][c:39]([C:47]([F:48])([F:49])[F:50])[cH:40][c:41]([C:43]([F:44])([F:45])[F:46])[cH:42]1)[CH2:23][CH2:22][CH2:21][N:20]3[C:18]([O:17][CH:14]([CH3:15])[CH3:16])=[O:19])[CH2:28][CH2:29][CH2:30]2. Reactants: Cl.FC=1C=CC(=C(C1)C(=O)N1CCNCC1)C(F)(F)F ((5-Fluoro-2-trifluoromethyl-phenyl)-piperazin-1-yl-methanone hydrochloride salt), CCN(C(C)C)C(C)C (DIPEA), C1(=CC=C(C=C1)C(C)N(C(=O)OC(C)(C)C)CC(=O)O)C1=CC=CC=C1 ([(1-biphenyl-4-yl-ethyl)-tert-butoxycarbonyl-amino]-acetic acid), C=1C=CC2=C(C1)N=NN2O (HOBT), CCN=C=NCCCN(C)C (EDCI). Solvent: O (water), CN(C)C=O (DMF). Reaction conditions: time 2 minute. The product is C(C)(C)(C)OC(N(CC(=O)N1CCN(CC1)C(C1=C(C=CC(=C1)F)C(F)(F)F)=O)C(C)C1=CC=C(C=C1)C1=CC=CC=C1)=O ((1-biphenyl-4-yl-ethyl)-{2-[4-(5-fluoro-2-trifluoromethyl-benzoyl)-piperazin-1-yl]-2-oxo-ethyl}-carbamic acid tert-butyl ester). The yield is 25.0%. Reaction SMILES: CCN(C(C)C)C(C)C.[C:10]1([C:30]2[CH:35]=[CH:34][CH:33]=[CH:32][CH:31]=2)[CH:15]=[CH:14][C:13]([CH:16]([N:18]([CH2:26][C:27](O)=[O:28])[C:19]([O:21][C:22]([CH3:25])([CH3:24])[CH3:23])=[O:20])[CH3:17])=[CH:12][CH:11]=1.C1C=CC2N(O)N=NC=2C=1.CCN=C=NCCCN(C)C.Cl.[F:58][C:59]1[CH:60]=[CH:61][C:62]([C:73]([F:76])([F:75])[F:74])=[C:63]([C:65]([N:67]2[CH2:72][CH2:71][NH:70][CH2:69][CH2:68]2)=[O:66])[CH:64]=1>CN(C=O)C.O>[C:22]([O:21][C:19](=[O:20])[N:18]([CH:16]([C:13]1[CH:14]=[CH:15][C:10]([C:30]2[CH:35]=[CH:34][CH:33]=[CH:32][CH:31]=2)=[CH:11][CH:12]=1)[CH3:17])[CH2:26][C:27]([N:70]1[CH2:71][CH2:72][N:67]([C:65](=[O:66])[C:63]2[CH:64]=[C:59]([F:58])[CH:60]=[CH:61][C:62]=2[C:73]([F:76])([F:74])[F:75])[CH2:68][CH2:69]1)=[O:28])([CH3:23])([CH3:24])[CH3:25] |f:4.5|. Procedure: DIPEA (182 mg, 0.24 mL, 1.4 mmol) was added to a stirred solution of [(1-biphenyl-4-yl-ethyl)-tert-butoxycarbonyl-amino]-acetic acid (100 mg, 0.28 mmol) in DMF (5 mL). HOBT (42 mg, 0.31 mmol) and EDCI (135 mg, 0.7 mmol) were then added at room temperature. After 2 minutes, (5-Fluoro-2-trifluoromethyl-phenyl)-piperazin-1-yl-methanone hydrochloride salt (105 mg, 0.3 mmol) was added and the resulting mixture was stirred at room temperature overnight. Cold water was then added and the product was ex... The reactants are C1COC=2C=CC=C3C4C(N1C23)CCNCC4 (1,2,7,8,9,10,11,11a-octahydro-6bH-azepino[4,5-b][1,4]oxazino[2,3,4-hi]indole), ClCCCC(=O)C1=CC=C(C=C1)F (4-chloro-1-(4-fluorophenyl)-1-butanone), CCN(C(C)C)C(C)C (DIEA). The solvent is O1CCOCC1 (dioxane). Product: C1COC=2C=CC=C3C4C(N1C23)CCN(CC4)CCCC(=O)C4=CC=C(C=C4)F (4-(1,2,6b,7,8,10,11,11a-octahydro-9H-azepino[4,5-b][1,4]oxazino[2,3,4-hi]indol-9-yl)-1-(4-fluorophenyl)-1-butanone). Reaction SMILES: [CH2:1]1[N:11]2[C:12]3[C:8]([CH:9]4[CH2:17][CH2:16][NH:15][CH2:14][CH2:13][CH:10]42)=[CH:7][CH:6]=[CH:5][C:4]=3[O:3][CH2:2]1.Cl[CH2:19][CH2:20][CH2:21][C:22]([C:24]1[CH:29]=[CH:28][C:27]([F:30])=[CH:26][CH:25]=1)=[O:23].CCN(C(C)C)C(C)C>O1CCOCC1>[CH2:1]1[N:11]2[C:12]3[C:8]([CH:9]4[CH2:17][CH2:16][N:15]([CH2:19][CH2:20][CH2:21][C:22]([C:24]5[CH:25]=[CH:26][C:27]([F:30])=[CH:28][CH:29]=5)=[O:23])[CH2:14][CH2:13][CH:10]42)=[CH:7][CH:6]=[CH:5][C:4]=3[O:3][CH2:2]1. Procedure: 1,2,7,8,9,10,11,11a-octahydro-6bH-azepino[4,5-b][1,4]oxazino[2,3,4-hi]indole (97.8 mg, 0.42 mmol), 4-chloro-1-(4-fluorophenyl)-1-butanone (172 mg, 0.86 mmol), KI (71.2 mg, 0.43 mmol), and DIEA (550 mg, 4.3 mmol) were suspended in dioxane (2 mL). The reaction mixture was refluxed for 18 hrs. After cooling to rt, the solution was concentrated. The residue was immediately purified by column chromatography to afford the title compound. MS-ESI: 395[MH]+. Reactants: C(C1=CC=CC=C1)OC1=CC(=C(C(=O)OC)C=C1)C1=CC=CC=C1 (Methyl 4-Benzyloxy-2-phenylbenzoate), COC([C@@H](N)CCSC)=O ((L)-methionine methyl ester), [OH-].[Na+] (NaOH), carboxylic acid. The solvent is CCCCCC.C(C)(=O)OCC (hexane ethyl acetate). Yields the product COC([C@@H](NC(C1=C(C=C(C=C1)OCC1=CC=CC=C1)C1=CC=CC=C1)=O)CCSC)=O (N-[4-Benzyloxy-2-phenylbenzoyl]methionine methyl ester). The yield is 82.0%. Reaction SMILES: [CH2:1]([O:8][C:9]1[CH:18]=[CH:17][C:12]([C:13](OC)=[O:14])=[C:11]([C:19]2[CH:24]=[CH:23][CH:22]=[CH:21][CH:20]=2)[CH:10]=1)[C:2]1[CH:7]=[CH:6][CH:5]=[CH:4][CH:3]=1.[OH-].[Na+].[CH3:27][O:28][C:29](=[O:36])[C@H:30]([CH2:32][CH2:33][S:34][CH3:35])[NH2:31]>CCCCCC.C(OCC)(=O)C>[CH3:27][O:28][C:29](=[O:36])[C@H:30]([CH2:32][CH2:33][S:34][CH3:35])[NH:31][C:13](=[O:14])[C:12]1[CH:17]=[CH:18][C:9]([O:8][CH2:1][C:2]2[CH:7]=[CH:6][CH:5]=[CH:4][CH:3]=2)=[CH:10][C:11]=1[C:19]1[CH:20]=[CH:21][CH:22]=[CH:23][CH:24]=1 |f:1.2,4.5|. Procedure details: The compound prepared in Example 975A was hydrolyzed with 1N aqueous NaOH and the carboxylic acid was coupled with (L)-methionine methyl ester by using coupling reagents. After flash column chromatography (1.5:1 =hexane/ethyl acetate), the desired compound was obtained (82% yield). The reactants are CN1N=CC(=C1)C1=NC=CC(=C1)OC=1C=CC(=NC1)N (5-((2-(1-methyl-1H-pyrazol-4-yl)pyridin-4-yl)oxy)pyridin-2-amine), N1=CC=CC=C1 (pyridine), O=C1N(CCN1C1CCOCC1)C(=O)Cl (2-oxo-3-(tetrahydro-2H-pyran-4-yl)imidazolidine-1-carbonyl chloride). The solvent is C(Cl)Cl (DCM), C(Cl)Cl (DCM), O (water). Reaction conditions: temperature 0 celsius, time 5 minute. The product is CN1N=CC(=C1)C1=NC=CC(=C1)OC=1C=CC(=NC1)NC(=O)N1C(N(CC1)C1CCOCC1)=O (N-(5-((2-(1-methyl-1H-pyrazol-4-yl)pyridin-4-yl)oxy)pyridin-2-yl)-2-oxo-3-(tetrahydro-2H-pyran-4-yl)imidazolidine-1-carboxamide). Isolated yield 80.5%. As a reaction SMILES: [CH3:1][N:2]1[CH:6]=[C:5]([C:7]2[CH:12]=[C:11]([O:13][C:14]3[CH:15]=[CH:16][C:17]([NH2:20])=[N:18][CH:19]=3)[CH:10]=[CH:9][N:8]=2)[CH:4]=[N:3]1.N1C=CC=CC=1.[O:27]=[C:28]1[N:32]([CH:33]2[CH2:38][CH2:37][O:36][CH2:35][CH2:34]2)[CH2:31][CH2:30][N:29]1[C:39](Cl)=[O:40]>C(Cl)Cl.O>[CH3:1][N:2]1[CH:6]=[C:5]([C:7]2[CH:12]=[C:11]([O:13][C:14]3[CH:15]=[CH:16][C:17]([NH:20][C:39]([N:29]4[CH2:30][CH2:31][N:32]([CH:33]5[CH2:38][CH2:37][O:36][CH2:35][CH2:34]5)[C:28]4=[O:27])=[O:40])=[N:18][CH:19]=3)[CH:10]=[CH:9][N:8]=2)[CH:4]=[N:3]1. Reported procedure: A 0° C. solution of Example A2 (6.4 g, 23.94 mmol) and pyridine (6 mL, 74.2 mmol) in DCM (150 mL) was treated with a solution of Example B2 (8.36 g, 35.9 mmol) in DCM (10 mL), stirred at 0° C. for 5 min, warmed to RT and stirred for 1.5 h. The mixture was diluted with water, stirred for 15 min, and the layers separated. The organic layer was washed with water and the combined aqueous layers were extracted with DCM (4×). The combined organics were dried over Na2SO4, concentrated to dryness, treat... The reactants are teflon, S(=O)(=O)(O)O.NC=1C(=NC(=NC1N)O)O.S(=O)(=O)(O)O (sulfate 5,6-diamino-2,4-dihydroxypyrimidine sulfate), OC=1C=C(C=CC1O)C(=O)C(=O)C1=CC(=C(C=C1)O)O (3,3′,4,4′-tetrahydroxybenzil), C1=C(C=CC=C1O)C (m-cresol). Conditions: temperature 50 celsius. The product is OC=1C=C(C=CC1O)C=1N=C2C(=NC(=NC2=NC1C1=CC(=C(C=C1)O)O)O)O (6,7-bis(3,4-dihydroxyphenyl)pteridine-2,4-diol). RXN SMILES: [OH:1][C:2]1[CH:3]=[C:4]([C:9]([C:11]([C:13]2[CH:18]=[CH:17][C:16]([OH:19])=[C:15]([OH:20])[CH:14]=2)=O)=O)[CH:5]=[CH:6][C:7]=1[OH:8].C1C(O)=CC=CC=1C.S(O)(O)(=O)=O.[NH2:34][C:35]1[C:36]([OH:43])=[N:37][C:38]([OH:42])=[N:39][C:40]=1[NH2:41].S(O)(O)(=O)=O>>[OH:1][C:2]1[CH:3]=[C:4]([C:9]2[N:34]=[C:35]3[C:40](=[N:41][C:11]=2[C:13]2[CH:18]=[CH:17][C:16]([OH:19])=[C:15]([OH:20])[CH:14]=2)[N:39]=[C:38]([OH:42])[N:37]=[C:36]3[OH:43])[CH:5]=[CH:6][C:7]=1[OH:8] |f:2.3.4|. Reported procedure: A 5-mL reaction vial with a stirring vane and a teflon cap was charged with 3,3′,4,4′-tetrahydroxybenzil (137 mg; 0.500 mmol) and 1.00 mL of m-cresol (Acros) which gives a yellow-brown slurry warming to ca. 50° C. The suspension is treated with sulfate 5,6-diamino-2,4-dihydroxypyrimidine sulfate (120 mg; 0.500 mmol; 1.00 equiv) which is insoluble in the reaction solution at room temperature and goes into solution on heating to ca. 200° C. to give homogeneous dark solution. Heating between 200° C...